The task is: describe an organic reaction: reactants, conditions, products, and yield. This data is from the Open Reaction Database (ORD), a public repository of structured organic reaction records. Reactants: COC(=O)c1cnc2ccc(OC)nc2c1Br, C1COCCO1, CO, [H][H], [Na+], O=C([O-])O. Yields the product COC(=O)c1cnc2ccc(OC)nc2c1. RXN SMILES: [Br:1][c:2]1[c:3]([C:14](=[O:15])[O:16][CH3:17])[cH:4][n:5][c:6]2[cH:7][cH:8][c:9]([O:12][CH3:13])[n:10][c:11]12.[CH2:27]1[O:28][CH2:29][CH2:30][O:31][CH2:32]1.[CH3:25][OH:26].[H:23][H:24].[Na+:22].[O-:18][C:19]([OH:20])=[O:21]>>[cH:2]1[c:3]([C:14](=[O:15])[O:16][CH3:17])[cH:4][n:5][c:6]2[cH:7][cH:8][c:9]([O:12][CH3:13])[n:10][c:11]12.